The task is: describe an organic reaction: reactants, conditions, products, and yield. This data is from the Open Reaction Database (ORD), a public repository of structured organic reaction records. Starting materials: COC[C@H]1[C@]([C@H]1C=O)(C1=CC=2C(CCC(C2C=C1)(C)C)(C)C)C ((+)-(1S, 2R, 3R)-3-Methoxymethyl-2-methyl-2-(5,5,8,8-tetramethyl-5,6,7,8-tetrahydro-naphthalen-2-yl)-cyclopropanecarbaldehyde), CC12C(OC(CC1)(C2(C)C)C(=O)OC[C@H]2[C@]([C@H]2COC)(C2=CC=1C(CCC(C1C=C2)(C)C)(C)C)C)=O ((1R, 2S, 3S)-3-Methoxymethyl-2-methyl-2-(5,5,8,8-tetramethyl-5,6,7,8-tetrahydro-naphthalen-2-yl)-cyclopropylmethyl 4,7,7-trimethyl-3-oxo-2-oxa-bicyclo[2.2.1]heptane-1-carboxylate). The product is COC[C@@H]1[C@@]([C@@H]1C=O)(C1=CC=2C(CCC(C2C=C1)(C)C)(C)C)C ((−)-(1R, 2S, 3S)-3-Methoxymethyl-2-methyl-2-(5,5,8,8-tetramethyl-5,6,7,8-tetrahydro-naphthalen-2-yl)-cyclopropanecarbaldehyde). RXN SMILES: [CH3:1][O:2][CH2:3][C@@H:4]1[C@H:6]([CH:7]=[O:8])[C@:5]1([CH3:23])[C:9]1[CH:18]=[CH:17][C:16]2[C:15]([CH3:20])([CH3:19])[CH2:14][CH2:13][C:12]([CH3:22])([CH3:21])[C:11]=2[CH:10]=1.CC12C(C)(C)C(C(OC[C@@H]3[C@H](COC)[C@]3(C)C3C=CC4C(C)(C)CCC(C)(C)C=4C=3)=O)(CC1)OC2=O>>[CH3:1][O:2][CH2:3][C@H:4]1[C@@H:6]([CH:7]=[O:8])[C@@:5]1([CH3:23])[C:9]1[CH:18]=[CH:17][C:16]2[C:15]([CH3:20])([CH3:19])[CH2:14][CH2:13][C:12]([CH3:22])([CH3:21])[C:11]=2[CH:10]=1. The yield is 99.0%. Procedure details: Following a procedure similar to that for the preparation of Intermediate 12a but using Intermediate 9a as the starting material afforded the title compound (42 mg, 99% yield) as a colorless oil: